Dataset: the Open Reaction Database (ORD), a public repository of structured organic reaction records. Task: describe an organic reaction: reactants, conditions, products, and yield Starting materials: COC(C1=C(N=C(C=C1NC(C(C)=O)CC)C)OC1=C(C=C(C=C1C)Cl)C)=O (2-(4-Chloro-2,6-dimethyl-phenoxy)-4-(1-ethyl-2-oxo-propylamino)-6-methyl-nicotinic acid methyl ester), NMR(CDCl3), CN (methyl amine), [ 420.2 ]. The product is COC(C1=C(N=C(C=C1N[C@H]([C@@H](C)NC)CC)C)OC1=C(C=C(C=C1C)Cl)C)=O (2-(4-Chloro-2,6-dimethyl-phenoxy)-4-(S,R)-(1-ethyl-2-methylamino-propylamino)-6-methyl-nicotinic acid methyl ester). Reaction SMILES: [CH3:1][O:2][C:3](=[O:28])[C:4]1[C:9]([NH:10][CH:11]([CH2:15][CH3:16])[C:12](=O)[CH3:13])=[CH:8][C:7]([CH3:17])=[N:6][C:5]=1[O:18][C:19]1[C:24]([CH3:25])=[CH:23][C:22]([Cl:26])=[CH:21][C:20]=1[CH3:27].[CH3:29][NH2:30]>>[CH3:1][O:2][C:3](=[O:28])[C:4]1[C:9]([NH:10][C@@H:11]([CH2:15][CH3:16])[C@H:12]([NH:30][CH3:29])[CH3:13])=[CH:8][C:7]([CH3:17])=[N:6][C:5]=1[O:18][C:19]1[C:24]([CH3:25])=[CH:23][C:22]([Cl:26])=[CH:21][C:20]=1[CH3:27]. Reported procedure: The title compound was prepared by a reductive amination as shown above starting with 2-(4-Chloro-2,6-dimethyl-phenoxy)-4-(1-ethyl-2-oxo-propylamino)-6-methyl-nicotinic acid methyl ester and methyl amine. APCl M+1 [420.2], 1H NMR(CDCl3) Run at temperature 50 celsius. The product is N(C(=O)N)CCC[C@H](N)C(=S)O (3-β-ureidoethylthio alanine). RXN SMILES: Cl.[NH2:2][C@H:3]([C:6](O)=O)[CH2:4][SH:5].Br[CH2:10][CH2:11][NH:12][C:13]([NH2:15])=[O:14].[OH2:16]>>[NH:12]([CH2:11][CH2:10][CH2:6][C@@H:3]([C:4]([OH:16])=[S:5])[NH2:2])[C:13]([NH2:15])=[O:14] |f:0.1|. Starting materials: Cl.N[C@@H](CS)C(=O)O (cysteine hydrochloride), BrCCNC(=O)N (β-bromoethylurea), O (water), O (water), O (water). Procedure: 26.25 g of cysteine hydrochloride and 27.83 g of β-bromoethylurea are dissolved in 150 cc of water under nitrogen. A solution of 13.35 g of soda in 30 cc of water is added during a 40 minute period and the mixture is heated for 3 hours at 50° C. After cooling, there is added to the solution, four times its volume of water and the resulting mixture is passed over a cation exchange resin. After washing with water, the product fixed on the resin is eluted with an ammoniacal solution. The eluate is ... Reactants: FC(F)(F)c1ccc(CBr)o1, COc1ncc(CCl)cn1, O=C1Nc2ccccc2C12COc1cc3c(cc12)CCO3, O=C1Nc2ccccc2C12COc1cc3c(cc12)CCO3. The product is O=C1N(Cc2ccc(C(F)(F)F)o2)c2ccccc2C12COc1cc3c(cc12)CCO3. Reaction SMILES: [Br:43][CH2:44][c:45]1[o:46][c:47]([C:50]([F:51])([F:52])[F:53])[cH:48][cH:49]1.[Cl:54][CH2:55][c:56]1[cH:57][n:58][c:59]([O:60][CH3:61])[n:62][cH:63]1.[NH:1]1[C:2](=[O:21])[C:3]2([c:4]3[c:5]([cH:8][c:9]4[c:13]([cH:14]3)[CH2:12][CH2:11][O:10]4)[O:6][CH2:7]2)[c:15]2[cH:16][cH:17][cH:18][cH:19][c:20]21.[NH:22]1[c:23]2[c:24]([cH:25][cH:26][cH:27][cH:28]2)[C:29]2([CH2:30][O:31][c:32]3[cH:33][c:34]4[c:35]([cH:36][c:37]32)[CH2:38][CH2:39][O:40]4)[C:41]1=[O:42]>>[N:1]1([CH2:44][c:45]2[o:46][c:47]([C:50]([F:51])([F:52])[F:53])[cH:48][cH:49]2)[C:2](=[O:21])[C:3]2([c:4]3[c:5]([cH:8][c:9]4[c:13]([cH:14]3)[CH2:12][CH2:11][O:10]4)[O:6][CH2:7]2)[c:15]2[cH:16][cH:17][cH:18][cH:19][c:20]21. The reactants are [Cl-].[NH4+] (ammonium chloride), C(C1=CC=CC=C1)N1C=C(C=C1C=O)N(S(=O)(=O)C=1SC=CC1)C (N-(1-benzyl-5-formyl-1H-pyrrol-3-yl)-N-methylthiophene-2-sulfonamide), N(=[N+]=[N-])CC(=O)OCC (ethyl azidoacetate), [O-]CC.[Na+] (sodium ethoxide). Solvent: C(C)O (ethanol). Run at time 2 hour. Yields the product C(C1=CC=CC=C1)N1C=C(C=2NC(=CC21)C(=O)OCC)N(S(=O)(=O)C=2SC=CC2)C (ethyl 4-benzyl-6-[methyl(2-thienylsulfonyl)amino]-1,4-dihydropyrrolo[3,2-b]pyrrole-2-carboxylate). Isolated yield 0.1%. Reaction SMILES: [O-]CC.[Na+].[CH2:5]([N:12]1[C:16]([CH:17]=O)=[CH:15][C:14]([N:19]([CH3:28])[S:20]([C:23]2[S:24][CH:25]=[CH:26][CH:27]=2)(=[O:22])=[O:21])=[CH:13]1)[C:6]1[CH:11]=[CH:10][CH:9]=[CH:8][CH:7]=1.[N:29]([CH2:32][C:33]([O:35][CH2:36][CH3:37])=[O:34])=[N+]=[N-].[Cl-].[NH4+]>C(O)C>[CH2:5]([N:12]1[C:16]2[CH:17]=[C:32]([C:33]([O:35][CH2:36][CH3:37])=[O:34])[NH:29][C:15]=2[C:14]([N:19]([CH3:28])[S:20]([C:23]2[S:24][CH:25]=[CH:26][CH:27]=2)(=[O:22])=[O:21])=[CH:13]1)[C:6]1[CH:7]=[CH:8][CH:9]=[CH:10][CH:11]=1 |f:0.1,4.5|. Procedure details: To a solution (150 mL) of sodium ethoxide (7.8 g) in ethanol was added dropwise a mixture of N-(1-benzyl-5-formyl-1H-pyrrol-3-yl)-N-methylthiophene-2-sulfonamide (10.3 g) and ethyl azidoacetate (15 g) under ice-cooling. After the completion of the dropwise addition, the mixture was stirred for 2 hr. Saturated aqueous ammonium chloride solution was added to the reaction mixture, and the mixture was concentrated. The obtained residue was extracted with ethyl acetate. The ethyl acetate layer was wa... The reactants are C(C)OC(=O)N1CCN(CC1)C(=O)C(CCC(=O)OC(C)(C)C)NC(=O)C1=NC2=CC=CC=C2C(=C1)C(=O)NC(CCC(=O)OC(C)(C)C)C(=O)OC (2-[1-(4-(ethoxycarbonyl)piperazin-1-yl)carbonyl-3-(1,1-dimethylethoxycarbonyl)propyl]aminocarbonyl-4-[(1-(methoxycarbonyl)-3-(1,1-dimethylethoxycarbonyl)propyl)aminocarbonyl]quinoline), FC(C(=O)O)(F)F.C(Cl)Cl (trifluoroacetic acid methylene chloride). The product is C(C)OC(=O)N1CCN(CC1)C(=O)C(CCC(=O)O)NC(=O)C1=NC2=CC=CC=C2C(=C1)C(=O)NC(CCC(=O)O)C(=O)OC (2-[1-(4-(ethoxycarbonyl)piperazin-1-yl)carbonyl-3-carboxypropyl]aminocarbonyl-4-[(1-(methoxycarbonyl)-3-carboxypropyl)aminocarbonyl]quinoline). Isolated yield 115.5%. RXN SMILES: [CH2:1]([O:3][C:4]([N:6]1[CH2:11][CH2:10][N:9]([C:12]([CH:14]([NH:24][C:25]([C:27]2[CH:36]=[C:35]([C:37]([NH:39][CH:40]([C:50]([O:52][CH3:53])=[O:51])[CH2:41][CH2:42][C:43]([O:45]C(C)(C)C)=[O:44])=[O:38])[C:34]3[C:29](=[CH:30][CH:31]=[CH:32][CH:33]=3)[N:28]=2)=[O:26])[CH2:15][CH2:16][C:17]([O:19]C(C)(C)C)=[O:18])=[O:13])[CH2:8][CH2:7]1)=[O:5])[CH3:2].FC(F)(F)C(O)=O.C(Cl)Cl>>[CH2:1]([O:3][C:4]([N:6]1[CH2:11][CH2:10][N:9]([C:12]([CH:14]([NH:24][C:25]([C:27]2[CH:36]=[C:35]([C:37]([NH:39][CH:40]([C:50]([O:52][CH3:53])=[O:51])[CH2:41][CH2:42][C:43]([OH:45])=[O:44])=[O:38])[C:34]3[C:29](=[CH:30][CH:31]=[CH:32][CH:33]=3)[N:28]=2)=[O:26])[CH2:15][CH2:16][C:17]([OH:19])=[O:18])=[O:13])[CH2:8][CH2:7]1)=[O:5])[CH3:2] |f:1.2|. Procedure details: Alternatively, 2-[1-(4-(ethoxycarbonyl)piperazin-1-yl)carbonyl-3-(1,1-dimethylethoxycarbonyl)propyl]aminocarbonyl-4-[(1-(methoxycarbonyl)-3-(1,1-dimethylethoxycarbonyl)propyl)aminocarbonyl]quinoline (41 mg, 0.055 mmol) was treated with trifluoroacetic acid:methylene chloride (1:1, 0.6 mL) at ambient temperature for 2 hours. Evaporation of the reaction mixture, followed by dilution with methylene chloride, and repeated evaporation of the solvent gave 2-[1-(4-(ethoxycarbonyl)piperazin-1-yl)carbony...